describe an organic reaction: reactants, conditions, products, and yield From a dataset of the Open Reaction Database (ORD), a public repository of structured organic reaction records. The reactants are C1CCOC1, Cc1ccccc1C(=O)c1ccc(Nc2ccccc2CO[Si](C(C)C)(C(C)C)C(C)C)cc1Cl. Yields the product Cc1ccccc1C(=O)c1ccc(Nc2ccccc2CO)cc1Cl. Reaction SMILES: [CH2:36]1[O:37][CH2:38][CH2:39][CH2:40]1.[Cl:1][c:2]1[c:3]([C:27](=[O:28])[c:29]2[c:30]([CH3:35])[cH:31][cH:32][cH:33][cH:34]2)[cH:4][cH:5][c:6]([NH:8][c:9]2[c:10]([CH2:15][O:16][Si:17]([CH:18]([CH3:19])[CH3:20])([CH:21]([CH3:22])[CH3:23])[CH:24]([CH3:25])[CH3:26])[cH:11][cH:12][cH:13][cH:14]2)[cH:7]1>>[Cl:1][c:2]1[c:3]([C:27](=[O:28])[c:29]2[c:30]([CH3:35])[cH:31][cH:32][cH:33][cH:34]2)[cH:4][cH:5][c:6]([NH:8][c:9]2[c:10]([CH2:15][OH:16])[cH:11][cH:12][cH:13][cH:14]2)[cH:7]1. The reactants are C([O-])([O-])=O.[Na+].[Na+] (Sodium carbonate), C(C1=CC=CC=C1)Cl (benzyl chloride), N1CCC(CC1)CC(C(=O)OC)C(=O)OC (dimethyl (4-piperidylmethyl)malonate). Run in C(C)(=O)O (acetic acid). Conditions: temperature 62.5 celsius, time 12 hour. The product is C(C1=CC=CC=C1)N1CCC(CC1)CC(C(=O)OC)C(=O)OC (dimethyl (N-benzyl-4-piperidylmethyl)malonate). RXN SMILES: C(=O)([O-])[O-].[Na+].[Na+].[CH2:7](Cl)[C:8]1[CH:13]=[CH:12][CH:11]=[CH:10][CH:9]=1.[NH:15]1[CH2:20][CH2:19][CH:18]([CH2:21][CH:22]([C:27]([O:29][CH3:30])=[O:28])[C:23]([O:25][CH3:26])=[O:24])[CH2:17][CH2:16]1>C(O)(=O)C>[CH2:7]([N:15]1[CH2:16][CH2:17][CH:18]([CH2:21][CH:22]([C:27]([O:29][CH3:30])=[O:28])[C:23]([O:25][CH3:26])=[O:24])[CH2:19][CH2:20]1)[C:8]1[CH:13]=[CH:12][CH:11]=[CH:10][CH:9]=1 |f:0.1.2|. Reported procedure: Sodium carbonate (1,550 g) and benzyl chloride (582.3 g) were added to the solution of the acetic acid salt of dimethyl (4-piperidylmethyl)malonate [XXIXa] from the previous step. The obtained slurry was stirred for 12 hours at 60-65° C. and evaporated under reduced pressure. Water was added to the residue and the mixture was extracted with dichloromethane. The organic layer was washed with water, dried over sodium sulfate, passed through short silica gel column and evaporated under reduced pres...